Dataset: the Open Reaction Database (ORD), a public repository of structured organic reaction records. Task: describe an organic reaction: reactants, conditions, products, and yield Starting materials: O[C@@H]1[C@@H]2[C@]3(CCC(C=C3[C@H](C[C@H]2[C@@H]2CC[C@](C(CO)=O)([C@]2(C1)C)O)C)=O)C (11β,17,21-trihydroxy-6α-methyl-4-pregnene-3,20-dione), COCC(=O)Cl (methoxyacetic acid chloride). The product is O[C@@H]1[C@@H]2[C@]3(CCC(C=C3[C@H](C[C@H]2[C@@H]2CC[C@](C(COC(COC)=O)=O)([C@]2(C1)C)O)C)=O)C (11β,17-dihydroxy-21-methoxyacetoxy-6α-methyl-4-pregnene-3,20-dione). RXN SMILES: [OH:1][C@H:2]1[CH2:22][C@@:21]2([CH3:23])[C@@H:13]([CH2:14][CH2:15][C@:16]2([OH:24])[C:17](=[O:20])[CH2:18][OH:19])[C@H:12]2[C@H:3]1[C@:4]1([CH3:27])[C:9]([C@@H:10]([CH3:25])[CH2:11]2)=[CH:8][C:7](=[O:26])[CH2:6][CH2:5]1.[CH3:28][O:29][CH2:30][C:31](Cl)=[O:32]>>[OH:1][C@H:2]1[CH2:22][C@@:21]2([CH3:23])[C@@H:13]([CH2:14][CH2:15][C@:16]2([OH:24])[C:17](=[O:20])[CH2:18][O:19][C:31](=[O:32])[CH2:30][O:29][CH3:28])[C@H:12]2[C@H:3]1[C@:4]1([CH3:27])[C:9]([C@@H:10]([CH3:25])[CH2:11]2)=[CH:8][C:7](=[O:26])[CH2:6][CH2:5]1. Procedure details: 1.5 g of 11β,17,21-trihydroxy-6α-methyl-4-pregnene-3,20-dione is reacted analogously to Example 1(a) with methoxyacetic acid chloride, worked up, and chromatographed, thus isolating 1.6 g of 11β,17-dihydroxy-21-methoxyacetoxy-6α-methyl-4-pregnene-3,20-dione. As a reaction SMILES: Cl[C:2]1[C:7]([F:8])=[CH:6][N:5]=[C:4]2[O:9][C:10]([C:18]3[CH:29]=[CH:28][C:21]([O:22][CH2:23][CH2:24][N:25]([CH3:27])[CH3:26])=[CH:20][CH:19]=3)=[C:11]([C:12]3[CH:17]=[CH:16][CH:15]=[CH:14][CH:13]=3)[C:3]=12.[S:30]1[CH2:34][CH2:33][S:32][CH:31]1[CH2:35][NH2:36].C(N(C(C)C)CC)(C)C>CN1C(=O)CCC1>[CH3:26][N:25]([CH3:27])[CH2:24][CH2:23][O:22][C:21]1[CH:28]=[CH:29][C:18]([C:10]2[O:9][C:4]3=[N:5][CH:6]=[C:7]([F:8])[C:2]([NH:36][CH2:35][CH:31]4[S:32][CH2:33][CH2:34][S:30]4)=[C:3]3[C:11]=2[C:12]2[CH:17]=[CH:16][CH:15]=[CH:14][CH:13]=2)=[CH:19][CH:20]=1. The product is CN(CCOC1=CC=C(C=C1)C1=C(C=2C(=NC=C(C2NCC2SCCS2)F)O1)C1=CC=CC=C1)C ({2-[4-(2-Dimethylaminoethoxy)-phenyl]-5-fluoro-3-phenyl-furo[2,3-b]pyridin-4-yl}-[1,3]-dithiolan-2-ylmethylamine). Procedure details: The mixture of (2-[4-(4-chloro-5-fluoro-3-phenyl-furo[2,3-b]pyridin-2-yl)-phenoxy]-ethyl)-dimehtylamine (7) (30.0 mg, 0.07 mmol), 1,3-dithiolan-2-methylamine (65.8 mg, 0.49 mmol) and diisopropylethylamine (63.0 mg, 0.49 mmol) in NMP (0.6 mL) was heated to 150° C. with stirring under N2 overnight. The reaction mixture was purified by silica gel column chromatography, eluting with DCM/MeOH, 9/1, to give the title compound. MS (m/z), M+H+ 510.0. The reactants are ClC1=C2C(=NC=C1F)OC(=C2C2=CC=CC=C2)C2=CC=C(OCCN(C)C)C=C2 ((2-[4-(4-Chloro-5-fluoro-3-phenyl-furo[2,3-b]pyridin-2-yl)-phenoxy]ethyl)dimehtylamine), S1C(SCC1)CN (1,3-dithiolan-2-methylamine), C(C)(C)N(CC)C(C)C (diisopropylethylamine). Reaction conditions: temperature 150 celsius, time 8 hour. Run in CN1CCCC1=O (NMP).